Dataset: the Open Reaction Database (ORD), a public repository of structured organic reaction records. Task: describe an organic reaction: reactants, conditions, products, and yield Starting materials: C(C1=CC=CC=C1)OC1=CC(=C(C[C@H]2C(N(CC2)C2CCCC=3C=NNC23)=O)C(=C1)Cl)Cl ((R)-3-(4-benzyloxy-2,6-dichloro-benzyl)-1-(4,5,6,7-tetrahydro-1H-indazol-7-yl)-pyrrolidin-2-one), CS(=O)(=O)O (methane sulfonic acid). The solvent is CSC (dimethylsulfide). Run at time 18 hour. Yields the product ClC1=C(C[C@H]2C(N(CC2)C2CCCC=3C=NNC23)=O)C(=CC(=C1)O)Cl ((3R)-3-(2,6-Dichloro-4-hydroxy-benzyl)-1-(4,5,6,7-tetrahydro-1H-indazol-7-yl)-pyrrolidin-2-one). The yield is 110.6%. As a reaction SMILES: C([O:8][C:9]1[CH:30]=[C:29]([Cl:31])[C:12]([CH2:13][C@@H:14]2[CH2:18][CH2:17][N:16]([CH:19]3[C:27]4[NH:26][N:25]=[CH:24][C:23]=4[CH2:22][CH2:21][CH2:20]3)[C:15]2=[O:28])=[C:11]([Cl:32])[CH:10]=1)C1C=CC=CC=1.CS(O)(=O)=O>CSC>[Cl:31][C:29]1[CH:30]=[C:9]([OH:8])[CH:10]=[C:11]([Cl:32])[C:12]=1[CH2:13][C@@H:14]1[CH2:18][CH2:17][N:16]([CH:19]2[C:27]3[NH:26][N:25]=[CH:24][C:23]=3[CH2:22][CH2:21][CH2:20]2)[C:15]1=[O:28]. Reported procedure: To a solution of (R)-3-(4-benzyloxy-2,6-dichloro-benzyl)-1-(4,5,6,7-tetrahydro-1H-indazol-7-yl)-pyrrolidin-2-one (2.46 g, 5.23 mmol) in dimethylsulfide (28 mL), add methane sulfonic acid (8.23 g, 85.7 mmol) and stir the mixture vigorously under at room temperature for 18 hours. Remove the solvent in vacuo and dilute the residue with water, adjust the pH to pH=7 with 5 N NaOH, and extract the mixture several times with ethyl acetate and THF. After drying the combined organic layer (Na2SO4), filte... The reactants are CC1=C(C=O)CCc2cc(OCc3ccccc3)ccc21, [Na+], [OH-], O=C(O)C(F)(F)F, CSc1ccccc1. The product is CC1=C(C=O)CCc2cc(O)ccc21. As a reaction SMILES: [CH2:9]([c:10]1[cH:11][cH:12][cH:13][cH:14][cH:15]1)[O:16][c:17]1[cH:18][c:19]2[c:24]([cH:25][cH:26]1)[C:23]([CH3:27])=[C:22]([CH:28]=[O:29])[CH2:21][CH2:20]2.[Na+:31].[OH-:30].[OH:32][C:33]([C:34]([F:35])([F:36])[F:37])=[O:38].[c:1]1([S:2][CH3:3])[cH:4][cH:5][cH:6][cH:7][cH:8]1>>[OH:16][c:17]1[cH:18][c:19]2[c:24]([cH:25][cH:26]1)[C:23]([CH3:27])=[C:22]([CH:28]=[O:29])[CH2:21][CH2:20]2.